From a dataset of the Open Reaction Database (ORD), a public repository of structured organic reaction records. describe an organic reaction: reactants, conditions, products, and yield Reactants: C(CCC#C)(=O)O (4-pentynoic acid), CCCC[SnH](CCCC)CCCC (Bu3SnH), crude product, FC1=C(C(=C(C=C1F)F)F)O (2,3,5,6-tetrafluorophenol), B(CC)(CC)CC (Et3B), C1(CCCCC1)N=C=NC1CCCCC1 (dicyclohexylcarbodiimide). Run in C1(=CC=CC=C1)C (toluene), C1CCOC1 (THF), C1CCOC1 (THF), C1CCOC1 (THF). Reaction conditions: time 4 hour. Product: C(CCC)[Sn](C(CCC(=O)OC1=C(C(=CC(=C1F)F)F)F)=C)(CCCC)CCCC (2,3,5,6-tetrafluorophenyl 4-(tri-n-butylstannyl)-4-pentenoate). Yield: 50.0%. RXN SMILES: [C:1]([OH:7])(=[O:6])[CH2:2][CH2:3][C:4]#[CH:5].[CH3:8][CH2:9][CH2:10][CH2:11][SnH:12]([CH2:17][CH2:18][CH2:19][CH3:20])[CH2:13][CH2:14][CH2:15][CH3:16].B(CC)(CC)CC.[F:28][C:29]1[C:34]([F:35])=[CH:33][C:32]([F:36])=[C:31]([F:37])[C:30]=1O.C1(N=C=NC2CCCCC2)CCCCC1>C1(C)C=CC=CC=1.C1COCC1>[CH2:13]([Sn:12]([CH2:11][CH2:10][CH2:9][CH3:8])([CH2:17][CH2:18][CH2:19][CH3:20])[C:4](=[CH2:5])[CH2:3][CH2:2][C:1]([O:7][C:30]1[C:29]([F:28])=[C:34]([F:35])[CH:33]=[C:32]([F:36])[C:31]=1[F:37])=[O:6])[CH2:14][CH2:15][CH3:16]. Reported procedure: To a solution of 4-pentynoic acid (308 mg, 3.1 mmol) in toluene (7.0 mL) under N2 was added Bu3SnH (1.7 mL, 6.3 mmol) followed by Et3B (0.30 mL, 1.0 M solution ion hexanes, 0.30 mmol). The resulting solution was stirred at room temperature for 13/4 hours after which the solvent was evaporated under reduced pressure. The resulting oil was dissolved in EtOAc and washed with saturated NaCl. The EtOAc layer was dried over MgSO4, filtered and concentrated under reduced pressure to afford 2.0 gr of cr... Starting materials: CNC1CCCCC1 (N-methyl cyclohexylamine), ClS(=O)(=O)C=1C=C(C(=O)OC)C=CC1OC (methyl 3-(chlorosulfonyl)-4-methoxybenzoate), C(C)(C)N(CC)C(C)C (diisopropylethylamine), CNC1CCCCC1 (N-methyl cyclohexylamine). The solvent is C(Cl)Cl (DCM). Reaction conditions: time 3 hour. Product: COC(C1=CC(=C(C=C1)OC)S(N(C)C1CCCCC1)(=O)=O)=O (3-(Cyclohexyl-methyl-sulfamoyl)-4-m ethoxy-benzoic acid methyl ester). As a reaction SMILES: Cl[S:2]([C:5]1[CH:6]=[C:7]([CH:12]=[CH:13][C:14]=1[O:15][CH3:16])[C:8]([O:10][CH3:11])=[O:9])(=[O:4])=[O:3].C(N(C(C)C)CC)(C)C.[CH3:26][NH:27][CH:28]1[CH2:33][CH2:32][CH2:31][CH2:30][CH2:29]1>C(Cl)Cl>[CH3:11][O:10][C:8](=[O:9])[C:7]1[CH:12]=[CH:13][C:14]([O:15][CH3:16])=[C:5]([S:2](=[O:4])(=[O:3])[N:27]([CH:28]2[CH2:33][CH2:32][CH2:31][CH2:30][CH2:29]2)[CH3:26])[CH:6]=1. Procedure details: A solution of methyl 3-(chlorosulfonyl)-4-methoxybenzoate (2.0 g, 7.56 mmol) and diisopropylethylamine (1.94 ml, 11.34 mmol) in DCM (50 ml) is treated with N-methyl cyclohexylamine (0.70 ml, 9.07 mmol) at 0° C. The solution is stirred at room temperature for 3 hours and N-methyl cyclohexylamine (0.70 ml, 9.07 mmol) is added. The solution is partitioned between DCM (250 ml) and 0.5 N HCl (100 ml). The organic layer is washed with 0.5 N HCl (2×100 ml), sat. aq. NaHCO3 (2×100 ml) and water (100 ml)... The reactants are CC([C@H](C(=O)O)N1C(C2=CC=C(C=C2C1)C1=CC=C(C=C1)NC(=O)NC1=CC(=CC=C1)C(F)(F)F)=O)C ((R)-3-Methyl-2-(1-oxo-5-(4-(3-(3-(trifluoromethyl)phenyl)ureido)phenyl)isoindolin-2-yl)butanoic acid), O=C1N(CC2=CC(=CC=C12)C1=CC=C(C=C1)NC(=O)NC1=CC(=CC=C1)C(F)(F)F)CCCC(=O)OC (Methyl 4-(1-oxo-5-(4-(3-(3-(trifluoromethyl)phenyl)ureido)phenyl)isoindolin-2-yl)butanoate). Yields the product O=C1N(CC2=CC(=CC=C12)C1=CC=C(C=C1)NC(=O)NC1=CC(=CC=C1)C(F)(F)F)CCCC(=O)O (4-(1-Oxo-5-(4-(3-(3-(trifluoromethyl)phenyl)ureido)phenyl)isoindolin-2-yl)butanoic acid). Yield: 89.0%. RXN SMILES: CC(C)[C@@H](N1CC2C(=CC=C(C3C=CC(NC(NC4C=CC=C(C(F)(F)F)C=4)=O)=CC=3)C=2)C1=O)C(O)=O.[O:38]=[C:39]1[C:47]2[C:42](=[CH:43][C:44]([C:48]3[CH:53]=[CH:52][C:51]([NH:54][C:55]([NH:57][C:58]4[CH:63]=[CH:62][CH:61]=[C:60]([C:64]([F:67])([F:66])[F:65])[CH:59]=4)=[O:56])=[CH:50][CH:49]=3)=[CH:45][CH:46]=2)[CH2:41][N:40]1[CH2:68][CH2:69][CH2:70][C:71]([O:73]C)=[O:72]>>[O:38]=[C:39]1[C:47]2[C:42](=[CH:43][C:44]([C:48]3[CH:49]=[CH:50][C:51]([NH:54][C:55]([NH:57][C:58]4[CH:63]=[CH:62][CH:61]=[C:60]([C:64]([F:66])([F:65])[F:67])[CH:59]=4)=[O:56])=[CH:52][CH:53]=3)=[CH:45][CH:46]=2)[CH2:41][N:40]1[CH2:68][CH2:69][CH2:70][C:71]([OH:73])=[O:72]. Reported procedure: The compound of example 376 was prepared analogous to the compound of example 361 by hydrolysis of the compound of example 375. Reactants: C=C(CC)CO, C1CCOC1, CCN(C(C)C)C(C)C, COCCl. Yields the product C=C(CC)COCOC. RXN SMILES: [CH2:14]=[C:15]([CH2:16][OH:17])[CH2:18][CH3:19].[CH2:20]1[O:21][CH2:22][CH2:23][CH2:24]1.[CH2:5]([N:6]([CH:7]([CH3:8])[CH3:9])[CH:10]([CH3:11])[CH3:12])[CH3:13].[CH3:1][O:2][CH2:3][Cl:4]>>[CH3:1][O:2][CH2:3][O:17][CH2:16][C:15](=[CH2:14])[CH2:18][CH3:19]. Reactants: Cl.CN(C(=O)C1=CC2=C(N=C(N=C2)NC2=NC=C(C=C2)N2CCNCC2)N1C1CCCC1)C (7-cyclopentyl-2-(5-piperazin-1-yl-pyridin-2-ylamino)-7H-pyrrolo[2,3-d]pyrimidine-6-carboxylic acid dimethylamide hydro chloride), C(=O)(OC(C)(C)C)NCC(=O)O (N-BOC-glycine). Yields the product C(C)(C)(C)OC(NCC(=O)N1CCN(CC1)C=1C=NC(=CC1)NC=1N=CC2=C(N1)N(C(=C2)C(N(C)C)=O)C2CCCC2)=O ((2-{4-[6-(7-cyclopentyl-6-dimethylcarbamoyl-7H-pyrrolo[2,3-d]pyrimidin-2-ylamino)-pyridin-3-yl]-piperazin-1-yl}-2-oxo-ethyl)-carbamic acid tert-butyl ester). Reaction SMILES: Cl.[CH3:2][N:3]([CH3:33])[C:4]([C:6]1[N:27]([CH:28]2[CH2:32][CH2:31][CH2:30][CH2:29]2)[C:9]2[N:10]=[C:11]([NH:14][C:15]3[CH:20]=[CH:19][C:18]([N:21]4[CH2:26][CH2:25][NH:24][CH2:23][CH2:22]4)=[CH:17][N:16]=3)[N:12]=[CH:13][C:8]=2[CH:7]=1)=[O:5].[C:34]([NH:41][CH2:42][C:43](O)=[O:44])([O:36][C:37]([CH3:40])([CH3:39])[CH3:38])=[O:35]>>[C:37]([O:36][C:34](=[O:35])[NH:41][CH2:42][C:43]([N:24]1[CH2:23][CH2:22][N:21]([C:18]2[CH:17]=[N:16][C:15]([NH:14][C:11]3[N:12]=[CH:13][C:8]4[CH:7]=[C:6]([C:4](=[O:5])[N:3]([CH3:33])[CH3:2])[N:27]([CH:28]5[CH2:32][CH2:31][CH2:30][CH2:29]5)[C:9]=4[N:10]=3)=[CH:20][CH:19]=2)[CH2:26][CH2:25]1)=[O:44])([CH3:40])([CH3:38])[CH3:39] |f:0.1|. Procedure details: By repeating procedures described in Example 88, 7-cyclopentyl-2-(5-piperazin-1-yl-pyridin-2-ylamino)-7H-pyrrolo[2,3-d]pyrimidine-6-carboxylic acid dimethylamide hydro chloride (150 mg, 0.318 mmol), N-BOC-glycine (56 mg, 0.318 mmol) gave a crude product which is purified by SiO2 chromatography, eluting with 0-7% methanol/dichloromethane to give (2-{4-[6-(7-cyclopentyl-6-dimethylcarbamoyl-7H-pyrrolo[2,3-d]pyrimidin-2-ylamino)-pyridin-3-yl]-piperazin-1-yl}-2-oxo-ethyl)-carbamic acid tert-butyl est... Reactants: O1CCCC=C1 (Dihydropyran), Cl (HCl), ClCCO (2-chloro-ethan-1-ol). Run at temperature 0 celsius, time 1 hour. Product: ClCCC1OCCCC1 (2-(2-Chloroethyl)-tetrahydropyran). RXN SMILES: [O:1]1[CH:6]=[CH:5][CH2:4][CH2:3][CH2:2]1.Cl.[Cl:8][CH2:9][CH2:10]O>>[Cl:8][CH2:9][CH2:10][CH:6]1[CH2:5][CH2:4][CH2:3][CH2:2][O:1]1. Reported procedure: Dihydropyran (85 g, 1.01 moles) and 0.2 mL of concentrated HCl were added to a 500 mL 3-necked round-bottomed flask equipped with a magnetic stirrer, a thermocouple, a reflux condenser and a nitrogen bubbler. The mixture was cooled to 0° C., and then 2-chloro-ethan-1-ol (80.5 g, 1.01 moles) was added dropwise at a rate sufficient to maintain the temperature below 10° C. After the addition was complete (about 2 hr.), the mixture was allowed to warm to room temperature and stirred for 1 hr. The cl... Reactants: BrC=1C=C2C(=NNC(C2=CC1)=O)Cl (6-bromo-4-chloro-2H-phthalazin-1-one), FC(OC=1C=C(CN)C=CC1)F (3-(difluoromethoxy)benzylamine), C=1C=CC(=CC1)P(C=2C=CC=CC2)C3=CC=C4C=CC=CC4=C3C5=C6C=CC=CC6=CC=C5P(C=7C=CC=CC7)C=8C=CC=CC8 (rac-BINAP), CC(C)(C)[O-].[Na+] (NaOtBu). The reagents and catalysts are C=1C=CC(=CC1)/C=C/C(=O)/C=C/C2=CC=CC=C2.C=1C=CC(=CC1)/C=C/C(=O)/C=C/C2=CC=CC=C2.C=1C=CC(=CC1)/C=C/C(=O)/C=C/C2=CC=CC=C2.[Pd].[Pd] (Pd2(dba)3). The solvent is CC(=O)N(C)C (DMA), CCOC(=O)C (EtOAc). Yields the product ClC1=NNC(C2=CC=C(C=C12)NCC1=CC(=CC=C1)OC(F)F)=O (4-chloro-6-(3-difluoromethoxy-benzylamino)-2H-phthalazin-1-one). The yield is 8.4%. RXN SMILES: Br[C:2]1[CH:3]=[C:4]2[C:9](=[CH:10][CH:11]=1)[C:8](=[O:12])[NH:7][N:6]=[C:5]2[Cl:13].[F:14][CH:15]([F:25])[O:16][C:17]1[CH:18]=[C:19]([CH:22]=[CH:23][CH:24]=1)[CH2:20][NH2:21].C1C=CC(P(C2C(C3C(P(C4C=CC=CC=4)C4C=CC=CC=4)=CC=C4C=3C=CC=C4)=C3C(C=CC=C3)=CC=2)C2C=CC=CC=2)=CC=1.CC([O-])(C)C.[Na+]>CC(N(C)C)=O.CCOC(C)=O.C1C=CC(/C=C/C(/C=C/C2C=CC=CC=2)=O)=CC=1.C1C=CC(/C=C/C(/C=C/C2C=CC=CC=2)=O)=CC=1.C1C=CC(/C=C/C(/C=C/C2C=CC=CC=2)=O)=CC=1.[Pd].[Pd]>[Cl:13][C:5]1[C:4]2[C:9](=[CH:10][CH:11]=[C:2]([NH:21][CH2:20][C:19]3[CH:22]=[CH:23][CH:24]=[C:17]([O:16][CH:15]([F:14])[F:25])[CH:18]=3)[CH:3]=2)[C:8](=[O:12])[NH:7][N:6]=1 |f:3.4,7.8.9.10.11|. Procedure details: A mixture 6-bromo-4-chloro-2H-phthalazin-1-one (150 mg, 0.578 mmol), 3-(difluoromethoxy)benzylamine (0.074 mL, 0.645 mmol), Pd2(dba)3 (48 mg, 0.052 mmol), rac-BINAP (108 mg, 0.173 mmol) and NaOtBu (139 mg, 1.445 mmol) in DMA (6 mL) was heated at 80° C. for 1.5 h. The mixture was allowed to cool, diluted with EtOAc and washed with water. The organic layer was washed with sat.aq. NaHCO3, brine and dried (Na2SO4). Chromatography on silica (EtOAc/hexanes) afforded 4-chloro-6-(3-difluoromethoxy-benzy... Reactants: ON=C(C1=CN=CC=C1)N (N′-hydroxynicotinimidamide), FC1=C(C(=O)O)C(=CC=C1)F (2,6-difluorobenzoic acid), N (NH3). Product: FC1=C(C(=CC=C1)F)C1=NC(=NO1)C=1C=NC=CC1 (5-(2,6-difluorophenyl)-3-(pyridin-3-yl)-1,2,4-oxadiazole). RXN SMILES: [OH:1][N:2]=[C:3]([NH2:10])[C:4]1[CH:9]=[CH:8][CH:7]=[N:6][CH:5]=1.[F:11][C:12]1[CH:20]=[CH:19][CH:18]=[C:17]([F:21])[C:13]=1[C:14](O)=O.N>>[F:11][C:12]1[CH:20]=[CH:19][CH:18]=[C:17]([F:21])[C:13]=1[C:14]1[O:1][N:2]=[C:3]([C:4]2[CH:5]=[N:6][CH:7]=[CH:8][CH:9]=2)[N:10]=1. Procedure: The title compound was prepared according to the procedure of Example 8 using N′-hydroxynicotinimidamide (Aldrich) and 2,6-difluorobenzoic acid (Aldrich). 1H NMR (300 MHz, CD3OD) δ 7.29 (t, J=8.6 Hz, 2 H), 7.65 (ddd, J=8.0, 4.9, 1.0 Hz, 1 H), 7.77 (tt, J=8.6, 6.1 Hz, 1 H), 8.57 (ddd, J=8.3, 1.9, 1.7 Hz, 1 H), 8.75 (dd, J=4.7, 1.7 Hz, 1 H), 9.30 (dd, J=2.2, 0.8 Hz, 1 H) ppm; MS (DCI/NH3) m/z 260 (M+H)+. The reactants are CN1C(=CC=C1)C(C(C#N)C(NC1=CC=CC=C1)=O)=O (1-methyl-beta-oxo-alpha-(phenylcarbamoyl)-2-pyrrolepropionitrile), NC(CO)(CO)CO (tromethamine). Solvent: C(C)O (ethanol). The product is NC(CO)(CO)CO.CN1C(=CC=C1)C(C(C#N)C(NC1=CC=CC=C1)=O)=O (1-methyl-beta oxo-alpha-(phenylcarbamoyl)-2-pyrrolepropionitrile tromethamine), salt. RXN SMILES: [CH3:1][N:2]1[CH:6]=[CH:5][CH:4]=[C:3]1[C:7](=[O:20])[CH:8]([C:11](=[O:19])[NH:12][C:13]1[CH:18]=[CH:17][CH:16]=[CH:15][CH:14]=1)[C:9]#[N:10].[NH2:21][C:22]([CH2:27][OH:28])([CH2:25][OH:26])[CH2:23][OH:24]>C(O)C>[NH2:21][C:22]([CH2:27][OH:28])([CH2:25][OH:26])[CH2:23][OH:24].[CH3:1][N:2]1[CH:6]=[CH:5][CH:4]=[C:3]1[C:7](=[O:20])[CH:8]([C:11](=[O:19])[NH:12][C:13]1[CH:14]=[CH:15][CH:16]=[CH:17][CH:18]=1)[C:9]#[N:10] |f:3.4|. Procedure details: To a suspension of 13.85 g of 1-methyl-beta-oxo-alpha-(phenylcarbamoyl)-2-pyrrolepropionitrile in 350 ml of ethanol is added 6.1 g of tromethamine. The suspension is heated until solution is obtained and the volume is reduced to about 75 ml. The solution is cooled to crystallize the product, the salt is collected, washed with ethanol/ether and dried to yield 1-methyl-beta oxo-alpha-(phenylcarbamoyl)-2-pyrrolepropionitrile tromethamine (1:1) salt of example 1.